This data is from the Open Reaction Database (ORD), a public repository of structured organic reaction records. The task is: describe an organic reaction: reactants, conditions, products, and yield Product: O=C(O)CC1CCN(C(=O)NCCCc2ccc3c(n2)NCCC3)Cc2cc(Cl)ccc21. As a reaction SMILES: [Cl:1][c:2]1[cH:3][c:4]2[c:5]([cH:32][cH:33]1)[CH:6]([CH2:27][C:28](=[O:29])[O:30][CH3:31])[CH2:7][CH2:8][N:9]([C:11]([NH:12][CH2:13][CH2:14][CH2:15][c:16]1[cH:17][cH:18][c:19]3[c:20]([n:21]1)[NH:22][CH2:23][CH2:24][CH2:25]3)=[O:26])[CH2:10]2.[ClH:37].[Li+:36].[O:38]1[CH2:39][CH2:40][CH2:41][CH2:42]1.[OH-:35].[OH2:34].[OH2:43]>>[Cl:1][c:2]1[cH:3][c:4]2[c:5]([cH:32][cH:33]1)[CH:6]([CH2:27][C:28](=[O:29])[OH:30])[CH2:7][CH2:8][N:9]([C:11]([NH:12][CH2:13][CH2:14][CH2:15][c:16]1[cH:17][cH:18][c:19]3[c:20]([n:21]1)[NH:22][CH2:23][CH2:24][CH2:25]3)=[O:26])[CH2:10]2. The reactants are COC(=O)CC1CCN(C(=O)NCCCc2ccc3c(n2)NCCC3)Cc2cc(Cl)ccc21, Cl, [Li+], C1CCOC1, [OH-], O, O. Starting materials: CCN(C(C)C)C(C)C, Cl, CCOC(=O)C1=C(O)c2cc(F)ccc2C(C)(C)C1=O, CC(C)(C)OC(=O)CN, C1COCCO1. Product: CC(C)(C)OC(=O)CNC(=O)C1=C(O)c2cc(F)ccc2C(C)(C)C1=O. Reaction SMILES: [CH2:31]([N:32]([CH:33]([CH3:34])[CH3:35])[CH:36]([CH3:37])[CH3:38])[CH3:39].[ClH:21].[F:1][c:2]1[cH:3][c:4]2[c:9]([cH:10][cH:11]1)[C:8]([CH3:12])([CH3:13])[C:7](=[O:14])[C:6]([C:15](=[O:16])[O:17][CH2:18][CH3:19])=[C:5]2[OH:20].[NH2:22][CH2:23][C:24](=[O:25])[O:26][C:27]([CH3:28])([CH3:29])[CH3:30].[O:40]1[CH2:41][CH2:42][O:43][CH2:44][CH2:45]1>>[F:1][c:2]1[cH:3][c:4]2[c:9]([cH:10][cH:11]1)[C:8]([CH3:12])([CH3:13])[C:7](=[O:14])[C:6]([C:15](=[O:16])[NH:22][CH2:23][C:24](=[O:25])[O:26][C:27]([CH3:28])([CH3:29])[CH3:30])=[C:5]2[OH:20]. Starting materials: O (Water), Cl (hydrochloric acid), ICC(=O)OC1=CC=CC2=C1C(C1=CN3CC4=CC=CC=C4C(C3=C1C2=O)C)=O (5,8,13,14-tetrahydro-9-[iodoacetoxy]-14-methylbenz[5,6]isoindolo[2,1-b]isoquinolin-8,13-dione), ICC(=O)OC1=CC=CC2=C1C(C1=CN3CC4=CC=CC=C4C(C3=C1C2=O)C)=O (5,8,13,14-tetrahydro-9-[iodoacetoxy]-14-methylbenz[5,6]isoindolo[2,1-b]isoquinolin-8,13-dione), A-2175587. Run in O1CCCC1 (tetrahydrofuran). The product is OC1=CC=CC2=C1C(C1=CN3CC4=CC=CC=C4C(C3=C1C2=O)C)=O (5,8,13,14-Tetrahydro-9-hydroxy-14-methylbenz[5,6]isoindolo[2,1-b]isoquinolin-8,13-dione). Yield: 92.1%. Reaction SMILES: O.Cl.ICC([O:7][C:8]1[C:13]2[C:14](=[O:31])[C:15]3[C:27]([C:28](=[O:29])[C:12]=2[CH:11]=[CH:10][CH:9]=1)=[C:26]1[N:17]([CH2:18][C:19]2[C:24]([CH:25]1[CH3:30])=[CH:23][CH:22]=[CH:21][CH:20]=2)[CH:16]=3)=O>O1CCCC1>[OH:7][C:8]1[C:13]2[C:14](=[O:31])[C:15]3[C:27]([C:28](=[O:29])[C:12]=2[CH:11]=[CH:10][CH:9]=1)=[C:26]1[N:17]([CH2:18][C:19]2[C:24]([CH:25]1[CH3:30])=[CH:23][CH:22]=[CH:21][CH:20]=2)[CH:16]=3. Procedure details: Water (312 ml) and concentrated hydrochloric acid (169 ml) were added to a suspension of 5,8,13,14-tetrahydro-9-[iodoacetoxy]-14-methylbenz[5,6]isoindolo[2,1-b]isoquinolin-8,13-dione (80.0 g, Intermediate 9 in GB-A-2175587) in tetrahydrofuran (1.335 L). This mixture was stirred and heated to reflux under nitrogen for 18 h and part (550 ml) of the solvent was removed by distillation at atmospheric pressure. The resulting suspension was stirred and cooled to ca. 5° for 4.5 h, and the solid was col... Reported procedure: Following the procedure as described in EXAMPLE 8 and making non-critical variations using 6,7-dihydrospiro[benzo[1,2-b:4,5-b′]difuran-3,3′-indol]-2′(1′H)-one to replace spiro[furo[2,3-f][1,3]benzodioxole-7,3′-indol]-2′(1′H)-one, and (S)-(1,4-dioxan-2-yl)methyl 4-methylbenzenesulfonate to replace (R)-(1,4-dioxan-2-yl)methyl 4-methylbenzenesulfonate, 1′-[(2R)-1,4-dioxan-2-ylmethyl]-6,7-dihydrospiro[benzo[1,2-b:4,5-b′]difuran-3,3′-indol]-2′(1′H)-one was obtained (97%) as a colorless solid: mp 162-... As a reaction SMILES: [NH:1]1[C:9]2[C:4](=[CH:5][CH:6]=[CH:7][CH:8]=2)[C:3]2([CH2:13][O:12][C:11]3=[CH:14][C:15]4[CH2:19][CH2:18][O:17][C:16]=4[CH:20]=[C:10]23)[C:2]1=[O:21].N1C2C(=CC=CC=2)C2(C3=CC4OCOC=4C=C3OC2)C1=O.CC1C=CC(S(O[CH2:54][C@@H:55]2[CH2:60][O:59][CH2:58][CH2:57][O:56]2)(=O)=O)=CC=1.CC1C=CC(S(OC[C@H]2COCCO2)(=O)=O)=CC=1>>[O:56]1[CH2:57][CH2:58][O:59][CH2:60][C@H:55]1[CH2:54][N:1]1[C:9]2[C:4](=[CH:5][CH:6]=[CH:7][CH:8]=2)[C:3]2([CH2:13][O:12][C:11]3=[CH:14][C:15]4[CH2:19][CH2:18][O:17][C:16]=4[CH:20]=[C:10]23)[C:2]1=[O:21]. Starting materials: N1C(C2(C3=CC=CC=C13)C=1C(OC2)=CC2=C(OCC2)C1)=O (6,7-dihydrospiro[benzo[1,2-b:4,5-b′]difuran-3,3′-indol]-2′(1′H)-one), CC1=CC=C(C=C1)S(=O)(=O)OC[C@@H]1OCCOC1 ((R)-(1,4-dioxan-2-yl)methyl 4-methylbenzenesulfonate), N1C(C2(C3=CC=CC=C13)COC=1C2=CC2=C(OCO2)C1)=O (spiro[furo[2,3-f][1,3]benzodioxole-7,3′-indol]-2′(1′H)-one), CC1=CC=C(C=C1)S(=O)(=O)OC[C@H]1OCCOC1 ((S)-(1,4-dioxan-2-yl)methyl 4-methylbenzenesulfonate). Product: O1[C@@H](COCC1)CN1C(C2(C3=CC=CC=C13)C=1C(OC2)=CC2=C(OCC2)C1)=O (1′-[(2R)-1,4-dioxan-2-ylmethyl]-6,7-dihydrospiro[benzo[1,2-b:4,5-b′]difuran-3,3′-indol]-2′(1′H)-one). The reactants are Cl (HCl), Cl (HCl), COC(C)(C)C (tert-butyl methyl ether), C1-C4 alkyl, Cl (HCl), N[C@H](CCC(=O)N[C@H](CC1=CNC2=CC=CC=C12)C(=O)O)C(N)=O (D-isoglutamyl-D-tryptophan), H-D-Glu-(γ-D-Trp-OR2)-α-OR1, ClCCl (dichloromethane), N[C@H](CCC(=O)N[C@H](CC1=CNC2=CC=CC=C12)C(=O)O)C(N)=O (D-isoglutamyl-D-tryptophan), dipeptide Boc-D-Glu-(γ-D-Trp-OR2)-α-OR1, Boc-D-Glu-(γ-D-Trp-OR2)-α-OR1. Yields the product C1=CC=C2C(=C1)C(=CN2)C[C@H](C(=O)O)NC(=O)CC[C@H](C(=O)O)N (thymodepressin), N[C@H](CCC(=O)N[C@H](CC1=CNC2=CC=CC=C12)C(=O)O)C(N)=O (D-isoglutamyl-D-tryptophan). Reaction SMILES: [NH2:1][C@@H:2]([C:22](=[O:24])[NH2:23])[CH2:3][CH2:4][C:5]([NH:7][C@@H:8]([C:19]([OH:21])=[O:20])[CH2:9][C:10]1[C:18]2[C:13](=[CH:14][CH:15]=[CH:16][CH:17]=2)[NH:12][CH:11]=1)=[O:6].Cl.ClCCl.C[O:30]C(C)(C)C>>[CH:16]1[CH:17]=[C:18]2[C:10]([CH2:9][C@@H:8]([NH:7][C:5]([CH2:4][CH2:3][C@@H:2]([NH2:1])[C:22]([OH:24])=[O:30])=[O:6])[C:19]([OH:21])=[O:20])=[CH:11][NH:12][C:13]2=[CH:14][CH:15]=1.[NH2:1][C@@H:2]([C:22](=[O:24])[NH2:23])[CH2:3][CH2:4][C:5]([NH:7][C@@H:8]([C:19]([OH:21])=[O:20])[CH2:9][C:10]1[C:18]2[C:13](=[CH:14][CH:15]=[CH:16][CH:17]=2)[NH:12][CH:11]=1)=[O:6]. Procedure details: A solution of the base addition salt of D-isoglutamyl-D-tryptophan is prepared by the acid deprotection of the dipeptide Boc-D-Glu-(γ-D-Trp-OR2)-α-OR1, wherein each of R1 and R2 is independently selected from the group consisting of benzyl and C1-C4 alkyl. For example, HCl deprotection of Boc-D-Glu-(γ-D-Trp-OR2)-α-OR1 in an inert solvent such as dichloromethane, affords the HCl salt of H-D-Glu-(γ-D-Trp-OR2)-α-OR1. For the combination where R1 is benzyl and R2 is methyl, the product HCl.H-D-Glu-(... The reactants are ClC1=NC=NC2=CC(=C(C=C12)OCCCN1CCOCC1)OC (4-chloro-7-methoxy-6-(3-morpholinopropoxy)quinazoline), C(C)(C)(C)C1=CC(=C([Se]1)[N+](=O)[O-])N (5-(tert-butyl)-2-nitroselenophene-3-ylamine), CN(C)C=O.[OH-].[Na+] (DMF NaOH). Yields the product C(C)(C)(C)C1=CC(=C([Se]1)[N+](=O)[O-])NC1=NC=NC2=CC(=C(C=C12)OCCCN1CCOCC1)OC ([5-(tert-Butyl)-2-nitroselenophen-3-yl][7-methoxy-6-(3-morpholinopropoxy)quinazolin-4-yl]amine). As a reaction SMILES: Cl[C:2]1[C:11]2[C:6](=[CH:7][C:8]([O:22][CH3:23])=[C:9]([O:12][CH2:13][CH2:14][CH2:15][N:16]3[CH2:21][CH2:20][O:19][CH2:18][CH2:17]3)[CH:10]=2)[N:5]=[CH:4][N:3]=1.[C:24]([C:28]1[Se:32][C:31]([N+:33]([O-:35])=[O:34])=[C:30]([NH2:36])[CH:29]=1)([CH3:27])([CH3:26])[CH3:25].CN(C=O)C.[OH-].[Na+]>>[C:24]([C:28]1[Se:32][C:31]([N+:33]([O-:35])=[O:34])=[C:30]([NH:36][C:2]2[C:11]3[C:6](=[CH:7][C:8]([O:22][CH3:23])=[C:9]([O:12][CH2:13][CH2:14][CH2:15][N:16]4[CH2:21][CH2:20][O:19][CH2:18][CH2:17]4)[CH:10]=3)[N:5]=[CH:4][N:3]=2)[CH:29]=1)([CH3:27])([CH3:25])[CH3:26] |f:2.3.4|. Procedure details: The reaction of 4-chloro-7-methoxy-6-(3-morpholinopropoxy)quinazoline with 5-(tert-butyl)-2-nitroselenophene-3-ylamine in the presence of DMF/NaOH as described in Example 1 gave title compound as a yellow color solid, mp 172-174° C. IR (KBr) vmax 3431, 2942, 2860, 1616, 1436, 1309, 1281, 1197, 1121, 1025, 863 cm−1; 1H NMR (400 MHz, CDCl3): δ 11.67 (1H, s, exchangeable with D2O), 8.90 (1H, s), 8.83 (1H, s), 7.30 (1H, s), 7.25 (1H, s), 4.30 (2H, t, J=6.2 Hz), 4.03 (3H, s), 3.73 (4H, t, J=4.4 Hz), ... The reactants are CCNc1ccc(C(C)C)cc1Br, CCN(C(C)C)C(C)C, Cc1nc(Cl)nc(Cl)n1, C1COCCO1. Yields the product CCN(c1nc(C)nc(Cl)n1)c1ccc(C(C)C)cc1Br. As a reaction SMILES: [Br:10][c:11]1[c:12]([NH:13][CH2:14][CH3:15])[cH:16][cH:17][c:18]([CH:20]([CH3:21])[CH3:22])[cH:19]1.[CH:23]([N:24]([CH:25]([CH3:26])[CH3:27])[CH2:28][CH3:29])([CH3:30])[CH3:31].[Cl:1][c:2]1[n:3][c:4]([CH3:9])[n:5][c:6]([Cl:8])[n:7]1.[O:32]1[CH2:33][CH2:34][O:35][CH2:36][CH2:37]1>>[c:2]1([N:13]([c:12]2[c:11]([Br:10])[cH:19][c:18]([CH:20]([CH3:21])[CH3:22])[cH:17][cH:16]2)[CH2:14][CH3:15])[n:3][c:4]([CH3:9])[n:5][c:6]([Cl:8])[n:7]1.